This data is from the Open Reaction Database (ORD), a public repository of structured organic reaction records. The task is: describe an organic reaction: reactants, conditions, products, and yield Reported procedure: 200 mg of Pd/C was added a solution of benzyl 2-(cis-4-hydroxycyclohexyl)-1-oxo-2,8-diazaspiro[4.5]decane-8-carboxylate (2.13 g, 0.00551 mol) in methanol (50 mL) under nitrogen. The reaction mixture was stirred under an atmosphere of hydrogen for 3 hrs. The mixture was filtered, and the filtrate was concentrated to give 2-(cis-4-hydroxycyclohexyl)-2,8-diazaspiro[4.5]decan-1-one (1.29 g, 93%). Product: O[C@H]1CC[C@H](CC1)N1C(C2(CC1)CCNCC2)=O (2-(cis-4-hydroxycyclohexyl)-2,8-diazaspiro[4.5]decan-1-one). Reaction SMILES: [OH:1][C@@H:2]1[CH2:7][CH2:6][C@H:5]([N:8]2[CH2:12][CH2:11][C:10]3([CH2:17][CH2:16][N:15](C(OCC4C=CC=CC=4)=O)[CH2:14][CH2:13]3)[C:9]2=[O:28])[CH2:4][CH2:3]1>CO.[Pd]>[OH:1][C@@H:2]1[CH2:3][CH2:4][C@H:5]([N:8]2[CH2:12][CH2:11][C:10]3([CH2:17][CH2:16][NH:15][CH2:14][CH2:13]3)[C:9]2=[O:28])[CH2:6][CH2:7]1. Solvent: CO (methanol). Conditions: time 3 hour. Isolated yield 92.8%. Reagents/catalysts: [Pd] (Pd/C). Starting materials: O[C@H]1CC[C@H](CC1)N1C(C2(CC1)CCN(CC2)C(=O)OCC2=CC=CC=C2)=O (benzyl 2-(cis-4-hydroxycyclohexyl)-1-oxo-2,8-diazaspiro[4.5]decane-8-carboxylate). Starting materials: OCC1=CC=C(C=C1)N(C1=CC(=C(C=C1)CO)OC)C1=CC=C(C=C1)CO ((4-{bis[4-(hydroxymethyl)phenyl]amino}-2-methoxyphenyl)methanol). Reagents/catalysts: O=[Mn]=O (MnO2). Solvent: ClCCl (dichloromethane). Conditions: time 48 hour. The product is C(=O)C1=CC=C(C=C1)N(C1=CC(=C(C=O)C=C1)OC)C1=CC=C(C=C1)C=O (4-[bis(4-formylphenyl)amino]-2-methoxybenzaldehyde), solid. The yield is 91.0%. Reaction SMILES: [OH:1][CH2:2][C:3]1[CH:8]=[CH:7][C:6]([N:9]([C:20]2[CH:25]=[CH:24][C:23]([CH2:26][OH:27])=[CH:22][CH:21]=2)[C:10]2[CH:15]=[CH:14][C:13]([CH2:16][OH:17])=[C:12]([O:18][CH3:19])[CH:11]=2)=[CH:5][CH:4]=1>ClCCl.O=[Mn]=O>[CH:2]([C:3]1[CH:8]=[CH:7][C:6]([N:9]([C:20]2[CH:21]=[CH:22][C:23]([CH:26]=[O:27])=[CH:24][CH:25]=2)[C:10]2[CH:15]=[CH:14][C:13]([CH:16]=[O:17])=[C:12]([O:18][CH3:19])[CH:11]=2)=[CH:5][CH:4]=1)=[O:1]. Procedure: MnO2 (40 mg, 444 μmol) is added to a solution of compound 8 (27 mg, 74 μmol) in dichloromethane (2 ml). The suspension obtained is stirred for 48 hours at room temperature and then it is filtered. The solid obtained is washed with dichloromethane. The mother liquors are then concentrated to give 25 mg of compound 9 in the form of a yellow solid (yield: 91%). The reactants are CCCCCC, O=C(Cl)C(Cl)Cl, CC(C)NCc1ccc(C(F)(F)F)cc1, [Na+], [OH-]. Yields the product CC(C)N(Cc1ccc(C(F)(F)F)cc1)C(=O)C(Cl)Cl. As a reaction SMILES: [CH3:24][CH2:25][CH2:26][CH2:27][CH2:28][CH3:29].[Cl:18][CH:19]([Cl:20])[C:21]([Cl:22])=[O:23].[F:1][C:2]([c:3]1[cH:4][cH:5][c:6]([CH2:7][NH:8][CH:9]([CH3:10])[CH3:11])[cH:12][cH:13]1)([F:14])[F:15].[Na+:17].[OH-:16]>>[F:1][C:2]([c:3]1[cH:4][cH:5][c:6]([CH2:7][N:8]([CH:9]([CH3:10])[CH3:11])[C:21]([CH:19]([Cl:18])[Cl:20])=[O:23])[cH:12][cH:13]1)([F:14])[F:15]. Product: ClC=1C=CC(=NC1)NC(=O)C1=C(C=CC(=C1)Cl)NC(=O)C1=CC=C(C=C1)S(=O)(=NC(N)=O)C (S-[4-(N-{2-[N-(5-chloro(2-pyridyl))carbamoyl]-4-chlorophenyl}carbamoyl)phenyl]-S-methyl-N-carbamoyl sulfoximide). Reaction conditions: temperature 27.5 celsius, time 3 hour. Procedure details: Sulfuric acid (0.5 mL) was cooled to 5-10° C. To this was added product of Example 15 (150 mg, 0.38 mmol) and reaction mixture was stirred at 25-30° C. for 3 hr. Above reaction mixture was slowly poured in chilled water. Precipitated product was filtered and washed with water. Drying afforded 70 mg of titled compound in 45% yield. Run in O (water). Isolated yield 45.0%. As a reaction SMILES: S(=O)(=O)(O)[OH:2].[Cl:6][C:7]1[CH:8]=[CH:9][C:10]([NH:13][C:14]([C:16]2[CH:21]=[C:20]([Cl:22])[CH:19]=[CH:18][C:17]=2[NH:23][C:24]([C:26]2[CH:31]=[CH:30][C:29]([S:32]([CH3:37])(=[N:34][C:35]#[N:36])=[O:33])=[CH:28][CH:27]=2)=[O:25])=[O:15])=[N:11][CH:12]=1>O>[Cl:6][C:7]1[CH:8]=[CH:9][C:10]([NH:13][C:14]([C:16]2[CH:21]=[C:20]([Cl:22])[CH:19]=[CH:18][C:17]=2[NH:23][C:24]([C:26]2[CH:31]=[CH:30][C:29]([S:32]([CH3:37])(=[N:34][C:35](=[O:2])[NH2:36])=[O:33])=[CH:28][CH:27]=2)=[O:25])=[O:15])=[N:11][CH:12]=1. Reactants: S(O)(O)(=O)=O (Sulfuric acid), ClC=1C=CC(=NC1)NC(=O)C1=C(C=CC(=C1)Cl)NC(=O)C1=CC=C(C=C1)S(=O)(=NC#N)C (S-[4-(N-{2-[N-(5-chloro(2-pyridyl))carbamoyl]-4-chlorophenyl}carbamoyl)phenyl]-S-methyl-N-cyano sulfoximide). The reactants are CN1C=C(C2=CC=CC=C12)CCCC(=O)OC (methyl 4-(1-methyl-3-indolyl)butanoate), CS(=O)C.Cl (DMSO HCl). The product is CN1C(C(C2=CC=CC=C12)CCCC(=O)O)=O (4-(1-methyl-2-oxo-3-indolinyl)butanoic acid), O=C1NC2=CC=CC=C2C1CCCC(=O)O (4-(2-oxo-3-indolinyl)butanoic acid). RXN SMILES: [CH3:1][N:2]1[C:10]2[C:5](=[CH:6][CH:7]=[CH:8][CH:9]=2)[C:4]([CH2:11][CH2:12][CH2:13][C:14]([O:16]C)=[O:15])=[CH:3]1.CS(C)=[O:20].Cl>>[CH3:1][N:2]1[C:10]2[C:5](=[CH:6][CH:7]=[CH:8][CH:9]=2)[CH:4]([CH2:11][CH2:12][CH2:13][C:14]([OH:16])=[O:15])[C:3]1=[O:20].[O:20]=[C:3]1[CH:4]([CH2:11][CH2:12][CH2:13][C:14]([OH:16])=[O:15])[C:5]2[C:10](=[CH:9][CH:8]=[CH:7][CH:6]=2)[NH:2]1 |f:1.2|. Procedure: Reaction of the ester [II: R1 =R3 =H, R2 =(CH2)3COOMe, R3 =Me] with DMSO/HCl as above gave crude 4-(1-methyl-2-oxo-3-indolinyl)butanoic acid [III: R1 =R3 =H, R2 =(CH2)3COOMe, R3 =Me] (0.84 g, 91% yield) as a brown oil.